The task is: describe an organic reaction: reactants, conditions, products, and yield. This data is from the Open Reaction Database (ORD), a public repository of structured organic reaction records. Reactants: N[C@@H]1CC[C@H](CC1)N (trans 1,4-diaminocyclohexane), ClC1=NC(=C2N=CNC2=N1)NC=1C=C(C(=O)OCC)C=CC1 (Ethyl 3-[(2-chloro-9H-purin-6-yl]amino]benzoate). The product is N[C@@H]1CC[C@H](CC1)NC1=NC(=C2N=CNC2=N1)NC=1C=C(C(=O)OCC)C=CC1 (Ethyl trans-3-[[2-[(4-aminocyclohexyl)amino]-9H-purin-6-yl]amino]benzoate). Yield: 16.3%. RXN SMILES: [NH2:1][C@H:2]1[CH2:7][CH2:6][C@H:5]([NH2:8])[CH2:4][CH2:3]1.Cl[C:10]1[N:18]=[C:17]2[C:13]([N:14]=[CH:15][NH:16]2)=[C:12]([NH:19][C:20]2[CH:21]=[C:22]([CH:28]=[CH:29][CH:30]=2)[C:23]([O:25][CH2:26][CH3:27])=[O:24])[N:11]=1>>[NH2:1][C@H:2]1[CH2:7][CH2:6][C@H:5]([NH:8][C:10]2[N:18]=[C:17]3[C:13]([N:14]=[CH:15][NH:16]3)=[C:12]([NH:19][C:20]3[CH:21]=[C:22]([CH:28]=[CH:29][CH:30]=3)[C:23]([O:25][CH2:26][CH3:27])=[O:24])[N:11]=2)[CH2:4][CH2:3]1. Reported procedure: 570 mg of trans 1,4-diaminocyclohexane are heated to its melting point (70° C.) and 158 mg of the product obtained in stage 1 above are added. 32 mg of the expected product are thus obtained. Starting materials: C1COCCN1, CCC(CN(C)S(=O)(=O)C1CC1)N1C(=O)C(CC=O)(CCO[Si](C(C)C)(C(C)C)C(C)C)CC(c2cccc(Cl)c2)C1c1ccc(Cl)cc1. Yields the product CCC(CN(C)S(=O)(=O)C1CC1)N1C(=O)C(CCO[Si](C(C)C)(C(C)C)C(C)C)(CCN2CCOCC2)CC(c2cccc(Cl)c2)C1c1ccc(Cl)cc1. Reaction SMILES: [CH2:50]1[CH2:51][O:52][CH2:53][CH2:54][NH:55]1.[Cl:1][c:2]1[cH:3][c:4]([CH:8]2[CH2:9][C:10]([CH2:34][CH2:35][O:36][Si:37]([CH:38]([CH3:39])[CH3:40])([CH:41]([CH3:42])[CH3:43])[CH:44]([CH3:45])[CH3:46])([CH2:47][CH:48]=[O:49])[C:11](=[O:33])[N:12]([CH:21]([CH2:22][N:23]([S:24](=[O:25])(=[O:26])[CH:27]3[CH2:28][CH2:29]3)[CH3:30])[CH2:31][CH3:32])[CH:13]2[c:14]2[cH:15][cH:16][c:17]([Cl:20])[cH:18][cH:19]2)[cH:5][cH:6][cH:7]1>>[Cl:1][c:2]1[cH:3][c:4]([CH:8]2[CH2:9][C:10]([CH2:34][CH2:35][O:36][Si:37]([CH:38]([CH3:39])[CH3:40])([CH:41]([CH3:42])[CH3:43])[CH:44]([CH3:45])[CH3:46])([CH2:47][CH2:48][N:55]3[CH2:50][CH2:51][O:52][CH2:53][CH2:54]3)[C:11](=[O:33])[N:12]([CH:21]([CH2:22][N:23]([S:24](=[O:25])(=[O:26])[CH:27]3[CH2:28][CH2:29]3)[CH3:30])[CH2:31][CH3:32])[CH:13]2[c:14]2[cH:15][cH:16][c:17]([Cl:20])[cH:18][cH:19]2)[cH:5][cH:6][cH:7]1. Run in CCOC(=O)C (EtOAc). The reactants are C(C)(C)(C)OC(=O)N1CCC2=CC(=C(C=C12)C(C)(C)C)S (6-tert-Butyl-5-mercapto-2,3-dihydro-indole-1-carboxylic acid tert-butyl ester), C(Cl)(Cl)(Cl)Cl (carbon tetrachloride), N1=CC=CC=C1 (pyridine), S(=O)(=O)(C1=CC=C(C)C=C1)Br (tosyl bromide). Product: C(C)(C)(C)OC(=O)N1CCC2=CC(=C(C=C12)C(C)(C)C)SS(=O)(=O)C1=CC=C(C=C1)C (6-tert-Butyl-5-(toluene-4-sulfonylsulfanyl)-2,3-dihydro-indole-1-carboxylic acid tert-butyl ester). As a reaction SMILES: [C:1]([O:5][C:6]([N:8]1[C:16]2[C:11](=[CH:12][C:13]([SH:21])=[C:14]([C:17]([CH3:20])([CH3:19])[CH3:18])[CH:15]=2)[CH2:10][CH2:9]1)=[O:7])([CH3:4])([CH3:3])[CH3:2].N1C=CC=CC=1.[S:28](Br)([C:31]1[CH:37]=[CH:36][C:34]([CH3:35])=[CH:33][CH:32]=1)(=[O:30])=[O:29].C(Cl)(Cl)(Cl)Cl>CCOC(C)=O>[C:1]([O:5][C:6]([N:8]1[C:16]2[C:11](=[CH:12][C:13]([S:21][S:28]([C:31]3[CH:37]=[CH:36][C:34]([CH3:35])=[CH:33][CH:32]=3)(=[O:30])=[O:29])=[C:14]([C:17]([CH3:20])([CH3:19])[CH3:18])[CH:15]=2)[CH2:10][CH2:9]1)=[O:7])([CH3:4])([CH3:3])[CH3:2]. Procedure details: The title compound was prepared according to General Method 15 using 6-tert-Butyl-5-mercapto-2,3-dihydro-indole-1-carboxylic acid tert-butyl ester (prepared in Example FF), pyridine, tosyl bromide, carbon tetrachloride, and EtOAc. Starting materials: C([O-])([O-])=O.[Cs+].[Cs+] (cesium carbonate), C1(C=2C(C(N1[C@H](C(=O)O)CCCCO)=O)=CC=CC2)=O ((S)-2-phthalimido-6-hydroxyhexanoic acid), C(C1=CC=CC=C1)Br (benzyl bromide). Solvent: CN(C=O)C (dimethylformamide). Conditions: time 2 hour. The product is C1(C=2C(C(N1[C@H](C(=O)OCC1=CC=CC=C1)CCCCO)=O)=CC=CC2)=O ((S)-2-Phthalimido-6-hydroxyhexanoic acid, phenylmethyl ester). As a reaction SMILES: C(=O)([O-])[O-].[Cs+].[Cs+].[C:7]1(=[O:26])[N:11]([C@@H:12]([CH2:16][CH2:17][CH2:18][CH2:19][OH:20])[C:13]([OH:15])=[O:14])[C:10](=[O:21])[C:9]2=[CH:22][CH:23]=[CH:24][CH:25]=[C:8]12.[CH2:27](Br)[C:28]1[CH:33]=[CH:32][CH:31]=[CH:30][CH:29]=1>CN(C)C=O>[C:10]1(=[O:21])[N:11]([C@@H:12]([CH2:16][CH2:17][CH2:18][CH2:19][OH:20])[C:13]([O:15][CH2:27][C:28]2[CH:33]=[CH:32][CH:31]=[CH:30][CH:29]=2)=[O:14])[C:7](=[O:26])[C:8]2=[CH:25][CH:24]=[CH:23][CH:22]=[C:9]12 |f:0.1.2|. Procedure details: A slurry of cesium carbonate (3.819 g, 11.7 mmol.) and (S)-2-phthalimido-6-hydroxyhexanoic acid (6.00 g, 21.6 mmol.) in dimethylformamide (60 ml.) was treated with benzyl bromide (3.30 ml., 4.75 g., 27.7 mmol.). After stirring at room temperature for 2 hours, the mixture was partitioned between ethyl acetate and water. The organic extract was washed with water (twice) and brine, then dried (sodium sulfate), filtered and stripped to give an oil. The oil was flash chromatographed (Merck silica gel...